This data is from the Open Reaction Database (ORD), a public repository of structured organic reaction records. The task is: describe an organic reaction: reactants, conditions, products, and yield The reactants are C(C)NC(=S)N1CC2(C=N1)CCCC2 (2,3-Diazaspiro[4.4]non-3-ene-2-carbothioic acid ethylamide), IC (iodomethane). The solvent is CO (MeOH). Run at temperature 45 celsius. Product: CSC(=NCC)N1CC2(C=N1)CCCC2 (N-ethyl-2,3-diaza-spiro[4.4]non-3-ene-2-carboximidothioic acid methyl ester). The yield is 0.3%. RXN SMILES: [CH2:1]([NH:3][C:4]([N:6]1[N:10]=[CH:9][C:8]2([CH2:14][CH2:13][CH2:12][CH2:11]2)[CH2:7]1)=[S:5])[CH3:2].I[CH3:16]>CO>[CH3:16][S:5][C:4]([N:6]1[N:10]=[CH:9][C:8]2([CH2:14][CH2:13][CH2:12][CH2:11]2)[CH2:7]1)=[N:3][CH2:1][CH3:2]. Reported procedure: 0.55 g (1 mol equiv.) 2,3-Diazaspiro[4.4]non-3-ene-2-carbothioic acid ethylamide was dissolved in 15 mL MeOH, 3.4 mL (21 mol equiv.) iodomethane was added and the magnetically stirred reaction mixture was heated at 45° C. for 2 hours. Volatiles were removed in vacuo. The residue was taken up in dichloromethane (DCM) and extracted with 5% aqueous NaHCO3. The organic layer was washed twice with water, dried over Na2SO4, filtered and evaporated to dryness to give 0.57 g (97%) N-ethyl-2,3-diaza-spir... The reactants are COC1=CC=C(C=C1)S(=O)(=O)N1C=2C=CC=CC2C2=CC=CC=C2C1C1=CC=CC=C1 (5-[(4-methoxyphenyl)sulfonyl]-6-phenyl-5,6-dihydrophenanthridine), [Cl-].[Na+] (sodium chloride), BrBr (bromine), O (water). Solvent: C(C)(=O)O (acetic acid), C(C)(=O)OCC (ethyl acetate). Product: BrC1=CC=2C3=CC=CC=C3C(N(C2C=C1)S(=O)(=O)C1=CC=C(C=C1)OC)C1=CC=CC=C1 (2-Bromo-5-[(4-methoxyphenyl)sulfonyl]-6-phenyl-5,6-dihydrophenanthridine). Isolated yield 27.6%. As a reaction SMILES: [CH3:1][O:2][C:3]1[CH:8]=[CH:7][C:6]([S:9]([N:12]2[CH:25]([C:26]3[CH:31]=[CH:30][CH:29]=[CH:28][CH:27]=3)[C:24]3[C:19](=[CH:20][CH:21]=[CH:22][CH:23]=3)[C:18]3[CH:17]=[CH:16][CH:15]=[CH:14][C:13]2=3)(=[O:11])=[O:10])=[CH:5][CH:4]=1.[Br:32]Br.O.[Cl-].[Na+]>C(O)(=O)C.C(OCC)(=O)C>[Br:32][C:16]1[CH:15]=[CH:14][C:13]2[N:12]([S:9]([C:6]3[CH:5]=[CH:4][C:3]([O:2][CH3:1])=[CH:8][CH:7]=3)(=[O:10])=[O:11])[CH:25]([C:26]3[CH:31]=[CH:30][CH:29]=[CH:28][CH:27]=3)[C:24]3[C:19](=[CH:20][CH:21]=[CH:22][CH:23]=3)[C:18]=2[CH:17]=1 |f:3.4|. Procedure: A stirred suspension of 5-[(4-methoxyphenyl)sulfonyl]-6-phenyl-5,6-dihydrophenanthridine (4.27 g, 10 mmol) was heated to 50° C. in glacial acetic acid (20 mL) and treated drop-wise over three hours with excess bromine (8.0 g, 50 mmol). After cooling to room temperature, the reaction mixture was diluted with ethyl acetate, and the precipitate filtered. The organic phase filtrate was washed sequentially with a saturated, aqueous, sodium thiosulfate solution, a 1 N hydrochloric acid solution, and w... Starting materials: CC#N, CN1CCN(Cc2ccc([N+](=O)[O-])c(F)c2)CC1, [K+], COC(=O)c1sc(N)cc1OC(C)c1ccccc1C(F)(F)F, [OH-]. The product is COC(=O)c1sc(Nc2cc(CN3CCN(C)CC3)ccc2[N+](=O)[O-])cc1OC(C)c1ccccc1C(F)(F)F. RXN SMILES: [CH3:44][C:45]#[N:46].[F:1][c:2]1[cH:3][c:4]([CH2:11][N:12]2[CH2:13][CH2:14][N:15]([CH3:18])[CH2:16][CH2:17]2)[cH:5][cH:6][c:7]1[N+:8](=[O:9])[O-:10].[K+:43].[NH2:19][c:20]1[cH:21][c:22]([O:29][CH:30]([CH3:31])[c:32]2[c:33]([C:38]([F:39])([F:40])[F:41])[cH:34][cH:35][cH:36][cH:37]2)[c:23]([C:25](=[O:26])[O:27][CH3:28])[s:24]1.[OH-:42]>>[c:2]1([NH:19][c:20]2[cH:21][c:22]([O:29][CH:30]([CH3:31])[c:32]3[c:33]([C:38]([F:39])([F:40])[F:41])[cH:34][cH:35][cH:36][cH:37]3)[c:23]([C:25](=[O:26])[O:27][CH3:28])[s:24]2)[cH:3][c:4]([CH2:11][N:12]2[CH2:13][CH2:14][N:15]([CH3:18])[CH2:16][CH2:17]2)[cH:5][cH:6][c:7]1[N+:8](=[O:9])[O-:10].